This data is from the Open Reaction Database (ORD), a public repository of structured organic reaction records. The task is: describe an organic reaction: reactants, conditions, products, and yield Reactants: CC1=CC=C(C=C1)S(=O)(=O)OCC1(CN2C=3C1=C(C=NC3C=C(C2=O)Cl)F)O (((4R/S)-8-chloro-3-fluoro-4-hydroxy-7-oxo-4,5-dihydro-7H-pyrrolo[3,2,1-de]-1,5-naphthyridin-4-yl)methyl 4-methylbenzenesulfonate), N1CCC(CC1)NC(OC(C)(C)C)=O (1,1-dimethylethyl 4-piperidinylcarbamate), [Na] (sodium), N1CCC(CC1)NC(OC(C)(C)C)=O (1,1-dimethylethyl 4-piperidinylcarbamate), [Na] (sodium), O (water). The solvent is C(C)O (ethanol). Conditions: time 8 hour. Yields the product ClC=1C(N2C=3C(=C(C=NC3C1)F)C(C2)(O)CN2CCC(CC2)NC(OC(C)(C)C)=O)=O (1,1-dimethylethyl {1-[((4R/S)-8-chloro-3-fluoro-4-hydroxy-7-oxo-4,5-dihydro-7H-pyrrolo[3,2,1-de]-1,5-naphthyridin-4-yl)methyl]-4-piperidinyl}carbamate). As a reaction SMILES: CC1C=CC(S(O[CH2:12][C:13]2([OH:28])[C:17]3=[C:18]([F:27])[CH:19]=[N:20][C:21]4[CH:22]=[C:23]([Cl:26])[C:24](=[O:25])[N:15]([C:16]=43)[CH2:14]2)(=O)=O)=CC=1.[NH:29]1[CH2:34][CH2:33][CH:32]([NH:35][C:36](=[O:42])[O:37][C:38]([CH3:41])([CH3:40])[CH3:39])[CH2:31][CH2:30]1.[Na].O>C(O)C>[Cl:26][C:23]1[C:24](=[O:25])[N:15]2[CH2:14][C:13]([CH2:12][N:29]3[CH2:30][CH2:31][CH:32]([NH:35][C:36](=[O:42])[O:37][C:38]([CH3:40])([CH3:39])[CH3:41])[CH2:33][CH2:34]3)([OH:28])[C:17]3=[C:18]([F:27])[CH:19]=[N:20][C:21]([CH:22]=1)=[C:16]23 |^1:42|. Procedure details: To a solution of crude ((4R/S)-8-chloro-3-fluoro-4-hydroxy-7-oxo-4,5-dihydro-7H-pyrrolo[3,2,1-de]-1,5-naphthyridin-4-yl)methyl 4-methylbenzenesulfonate (˜2.5 g, assumed 6.10 mmol) in ethanol (50 mL), at room temperature, under argon was added 1,1-dimethylethyl 4-piperidinylcarbamate (1.22 g, 6.10 mmol) and sodium hydrogenocarbonate (1.94 g, 18.31 mmol). The reaction mixture was stirred for 8 hours. A further 0.5 equivalent of 1,1-dimethylethyl 4-piperidinylcarbamate (0.61 g, 3.05 mmol) and 1.5 e...